Dataset: the Open Reaction Database (ORD), a public repository of structured organic reaction records. Task: describe an organic reaction: reactants, conditions, products, and yield Reactants: FC1=CC=C(C(=O)OCC)C=C1 (ethyl p-fluorobenzoate), O1CCOC12CCNCC2 (1,4-dioxa-8-azaspiro[4.5]decane), C(=O)([O-])[O-].[K+].[K+] (K2CO3), C(C)#N (acetonitrile). Solvent: CCOCC (ether), O (water). Run at time 3 day. The product is C(C)OC(C1=CC=C(C=C1)N1CCC2(OCCO2)CC1)=O (4-(1,4-Dioxa-8-azaspiro[4.5]dec-8-yl)benzoic acid ethyl ester). Yield: 30.5%. Reaction SMILES: F[C:2]1[CH:12]=[CH:11][C:5]([C:6]([O:8][CH2:9][CH3:10])=[O:7])=[CH:4][CH:3]=1.[O:13]1[C:17]2([CH2:22][CH2:21][NH:20][CH2:19][CH2:18]2)[O:16][CH2:15][CH2:14]1.C([O-])([O-])=O.[K+].[K+].C(#N)C>O.CCOCC>[CH2:9]([O:8][C:6](=[O:7])[C:5]1[CH:11]=[CH:12][C:2]([N:20]2[CH2:21][CH2:22][C:17]3([O:16][CH2:15][CH2:14][O:13]3)[CH2:18][CH2:19]2)=[CH:3][CH:4]=1)[CH3:10] |f:2.3.4|. Procedure details: A mixture of 50 g (0.349 mol) of ethyl p-fluorobenzoate, 185 g (1.29 mol) of 1,4-dioxa-8-azaspiro[4.5]decane, 73 g (0.5282 mol) of K2CO3, and 400 ml of acetonitrile is stirred at 90°-100° C. for three days. The reaction mixture is allowed to cool to ambient temperature, diluted with water, and extracted with methylene chloride. The combined organic extracts are washed with brine, dried over Na2SO4, and concentrated in vacuo to give a pasty solid. Trituration with ether furnishes 31 g (23%) of ti...